Dataset: the Open Reaction Database (ORD), a public repository of structured organic reaction records. Task: describe an organic reaction: reactants, conditions, products, and yield Reactants: ClC1=NC(=CC=C1C=CC(=O)NCC1=CC(=C(C=C1)NS(=O)(=O)C)F)C(F)(F)F (3-(2-Chloro-6-trifluoromethyl-pyridin-3-yl)-N-(3-fluoro-4-methane sulfonylamino-benzyl)-acrylamide), O([Na])C (NaOCH3). Solvent: CO (CH3OH). Product: FC=1C=C(CNC(C=CC=2C(=NC(=CC2)C(F)(F)F)OC)=O)C=CC1NS(=O)(=O)C (N-(3-Fluoro-4-methanesulfonylamino-benzyl)-3-(2-methoxy-6-trifluoromethyl-pyridin-3-yl)-acrylamide). Yield: 98.0%. RXN SMILES: Cl[C:2]1[C:7]([CH:8]=[CH:9][C:10]([NH:12][CH2:13][C:14]2[CH:19]=[CH:18][C:17]([NH:20][S:21]([CH3:24])(=[O:23])=[O:22])=[C:16]([F:25])[CH:15]=2)=[O:11])=[CH:6][CH:5]=[C:4]([C:26]([F:29])([F:28])[F:27])[N:3]=1.[O:30]([CH3:32])[Na]>CO>[F:25][C:16]1[CH:15]=[C:14]([CH:19]=[CH:18][C:17]=1[NH:20][S:21]([CH3:24])(=[O:23])=[O:22])[CH2:13][NH:12][C:10](=[O:11])[CH:9]=[CH:8][C:7]1[C:2]([O:30][CH3:32])=[N:3][C:4]([C:26]([F:29])([F:28])[F:27])=[CH:5][CH:6]=1. Procedure: 3-(2-Chloro-6-trifluoromethyl-pyridin-3-yl)-N-(3-fluoro-4-methane sulfonylamino-benzyl)-acrylamide (40 mg, 0.088 mmol) was reacted with 30% NaOCH3 in CH3OH to give the title compound (39 mg, 98%). The reactants are C(CCCCCCCCC)(=O)Cl (decanoyl chloride), OC1=CC=C(C(=O)O)C=C1 (4-hydroxybenzoic acid). The solvent is C=1(C(=CC=CC1)C)C (xylene). Reaction conditions: temperature 125 celsius, time 1 hour. The product is C(CCCCCCCCC)(=O)OC1=CC=C(C(=O)O)C=C1 (Para-Decanoyloxybenzoic Acid). Reaction SMILES: [C:1](Cl)(=[O:11])[CH2:2][CH2:3][CH2:4][CH2:5][CH2:6][CH2:7][CH2:8][CH2:9][CH3:10].[OH:13][C:14]1[CH:22]=[CH:21][C:17]([C:18]([OH:20])=[O:19])=[CH:16][CH:15]=1>C1(C)C(C)=CC=CC=1>[C:1]([O:13][C:14]1[CH:22]=[CH:21][C:17]([C:18]([OH:20])=[O:19])=[CH:16][CH:15]=1)(=[O:11])[CH2:2][CH2:3][CH2:4][CH2:5][CH2:6][CH2:7][CH2:8][CH2:9][CH3:10]. Procedure details: 116.3 g (0.61 mol) of decanoyl chloride were heated in 300 ml of xylene to 125° C. and over the course of 6 hours 69.1 g (0.5 mol) of 4-hydroxybenzoic acid were introduced in portions. The batch was stirred at 125° C. for 1 hour thereafter, cooled to room temperature, and filtered with suction, and the filter product was washed three times with 45 ml of xylene. The yield after drying under reduced pressure at 100° C. was 108.4 g (74% of theory). According to HPLC and NMR measurement, the product... Reactants: NC=1C=CC(=C(C1)[C@]1(N=C(OCC1(F)F)N)C)F ((R)-4-(5-amino-2-fluoro-phenyl)-5,5-difluoro-4-methyl-5,6-dihydro-4H-[1,3]oxazin-2-ylamine), ClC=1C(=NC=C(C1)C(F)(F)F)C(=O)O (3-chloro-5-trifluoromethyl-pyridine-2-carboxylic acid). The product is NC=1OCC([C@@](N1)(C)C=1C=C(C=CC1F)NC(=O)C1=NC=C(C=C1Cl)C(F)(F)F)(F)F (3-Chloro-5-trifluoromethyl-pyridine-2-carboxylic acid [3-((R)-2-amino-5,5-difluoro-4-methyl-5,6-dihydro-4H-[1,3]oxazin-4-yl)-4-fluoro-phenyl]-amide). RXN SMILES: [NH2:1][C:2]1[CH:3]=[CH:4][C:5]([F:18])=[C:6]([C@:8]2([CH3:17])[C:13]([F:15])([F:14])[CH2:12][O:11][C:10]([NH2:16])=[N:9]2)[CH:7]=1.[Cl:19][C:20]1[C:21]([C:30](O)=[O:31])=[N:22][CH:23]=[C:24]([C:26]([F:29])([F:28])[F:27])[CH:25]=1>>[NH2:16][C:10]1[O:11][CH2:12][C:13]([F:14])([F:15])[C@:8]([C:6]2[CH:7]=[C:2]([NH:1][C:30]([C:21]3[C:20]([Cl:19])=[CH:25][C:24]([C:26]([F:28])([F:27])[F:29])=[CH:23][N:22]=3)=[O:31])[CH:3]=[CH:4][C:5]=2[F:18])([CH3:17])[N:9]=1. Reported procedure: The condensation of (R)-4-(5-amino-2-fluoro-phenyl)-5,5-difluoro-4-methyl-5,6-dihydro-4H-[1,3]oxazin-2-ylamine (intermediate XI-1) and 3-chloro-5-trifluoromethyl-pyridine-2-carboxylic acid following procedure I yielded the title compound as a light yellow oil. MS (ISP): m/z=467.2 [M+H]+.